Task: describe an organic reaction: reactants, conditions, products, and yield. Dataset: the Open Reaction Database (ORD), a public repository of structured organic reaction records The reactants are CO, [Li+], CCOC(=O)n1nc(N)c2c1C(C)(C)N(C(=O)OC(C)(C)C)C2, [OH-]. Yields the product CC(C)(C)OC(=O)N1Cc2c(N)n[nH]c2C1(C)C. Reaction SMILES: [CH3:26][OH:27].[Li+:25].[NH2:1][c:2]1[c:3]2[c:4]([n:5]([C:7]([O:8][CH2:9][CH3:10])=[O:11])[n:6]1)[C:12]([CH3:22])([CH3:23])[N:13]([C:15](=[O:16])[O:17][C:18]([CH3:19])([CH3:20])[CH3:21])[CH2:14]2.[OH-:24]>>[NH2:1][c:2]1[c:3]2[c:4]([nH:5][n:6]1)[C:12]([CH3:22])([CH3:23])[N:13]([C:15](=[O:16])[O:17][C:18]([CH3:19])([CH3:20])[CH3:21])[CH2:14]2. Reactants: CS(=O)(=O)O, CCOCC, ClCCl, COc1ccc(C2=C(c3ccc(OCc4ccc5nccn5n4)cc3)C(=O)C(C)(C)O2)cc1. Yields the product CS(=O)(=O)O, COc1ccc(C2=C(c3ccc(OCc4ccc5nccn5n4)cc3)C(=O)C(C)(C)O2)cc1. As a reaction SMILES: [CH3:1][S:2]([OH:3])(=[O:4])=[O:5].[CH3:42][CH2:43][O:44][CH2:45][CH3:46].[Cl:39][CH2:40][Cl:41].[n:6]1[cH:7][cH:8][n:9]2[n:10][c:11]([CH2:15][O:16][c:17]3[cH:18][cH:19][c:20]([C:23]4=[C:27]([c:28]5[cH:29][cH:30][c:31]([O:34][CH3:35])[cH:32][cH:33]5)[O:26][C:25]([CH3:36])([CH3:37])[C:24]4=[O:38])[cH:21][cH:22]3)[cH:12][cH:13][c:14]12>>[CH3:1][S:2](=[O:3])(=[O:4])[OH:5].[n:6]1[cH:7][cH:8][n:9]2[n:10][c:11]([CH2:15][O:16][c:17]3[cH:18][cH:19][c:20]([C:23]4=[C:27]([c:28]5[cH:29][cH:30][c:31]([O:34][CH3:35])[cH:32][cH:33]5)[O:26][C:25]([CH3:36])([CH3:37])[C:24]4=[O:38])[cH:21][cH:22]3)[cH:12][cH:13][c:14]12. Reactants: CCOC(=O)C1(C)CN(C(=O)OCc2ccccc2)CC1O, CI, CN(C)C=O, [H-], [Na+], O. Yields the product CCOC(=O)C1(C)CN(C(=O)OCc2ccccc2)CC1OC. Reaction SMILES: [CH2:1]([c:2]1[cH:3][cH:4][cH:5][cH:6][cH:7]1)[O:8][C:9](=[O:10])[N:11]1[CH2:12][C:13]([C:17](=[O:18])[O:19][CH2:20][CH3:21])([CH3:22])[CH:14]([OH:16])[CH2:15]1.[CH3:23][I:24].[CH3:28][N:29]([CH3:30])[CH:31]=[O:32].[H-:25].[Na+:26].[OH2:27]>>[CH2:1]([c:2]1[cH:3][cH:4][cH:5][cH:6][cH:7]1)[O:8][C:9](=[O:10])[N:11]1[CH2:12][C:13]([C:17](=[O:18])[O:19][CH2:20][CH3:21])([CH3:22])[CH:14]([O:16][CH3:23])[CH2:15]1. Starting materials: N1=C(C=CC=C1)N[C@H]1CC[C@H](CC1)C(=O)O (cis-4-(pyridin-2-ylamino)cyclohexanecarboxylic acid), N.C1CCOC1 (ammonia THF). Solvent: S(=O)(Cl)Cl (thionyl chloride), C(Cl)Cl (DCM). Conditions: time 1 hour. Yields the product N1=C(C=CC=C1)N[C@H]1CC[C@H](CC1)C(=O)N (cis-4-(pyridin-2-ylamino)cyclohexanecarboxamide). Reaction SMILES: [N:1]1[CH:6]=[CH:5][CH:4]=[CH:3][C:2]=1[NH:7][C@@H:8]1[CH2:13][CH2:12][C@H:11]([C:14]([OH:16])=O)[CH2:10][CH2:9]1.[NH3:17].C1COCC1>S(Cl)(Cl)=O.C(Cl)Cl>[N:1]1[CH:6]=[CH:5][CH:4]=[CH:3][C:2]=1[NH:7][C@@H:8]1[CH2:13][CH2:12][C@H:11]([C:14]([NH2:17])=[O:16])[CH2:10][CH2:9]1 |f:1.2|. Procedure details: cis-4-(pyridin-2-ylamino)cyclohexanecarboxylic acid (0.22 g, 1.00 mmol) was dissolved in thionyl chloride (2 ml) at room temperature and stirred for 1 h. The reaction mixture was concentrated under reduced pressure to yield the crude acid chloride, which was added to liquid ammonia/THF (1:1, 15 ml) and allowed to stir at room temperature. The reaction mixture was diluted with DCM and filtered. The filtrate was concentrated under reduced pressure to afford 100 mg of cis-4-(pyridin-2-ylamino)cyclo... The reactants are C(C1=CC=CC=C1)(=O)N1CCN(CC1)C1=CC(=C(C(=O)O)C=C1)[N+](=O)[O-] (4-(4-benzoylpiperazin-1-yl)-2-nitrobenzoic acid). The reagents and catalysts are [Pt]=O (platinum oxide). Run in C(C)O (ethanol), C1CCOC1 (THF). Run at time 16 hour. Product: NC1=C(C(=O)O)C=CC(=C1)N1CCN(CC1)C(C1=CC=CC=C1)=O (2-amino-4-(4-bezoylpiperazin-1-yl)benzoic acid). Isolated yield 65.5%. RXN SMILES: [C:1]([N:9]1[CH2:14][CH2:13][N:12]([C:15]2[CH:23]=[CH:22][C:18]([C:19]([OH:21])=[O:20])=[C:17]([N+:24]([O-])=O)[CH:16]=2)[CH2:11][CH2:10]1)(=[O:8])[C:2]1[CH:7]=[CH:6][CH:5]=[CH:4][CH:3]=1>C(O)C.C1COCC1.[Pt]=O>[NH2:24][C:17]1[CH:16]=[C:15]([N:12]2[CH2:11][CH2:10][N:9]([C:1](=[O:8])[C:2]3[CH:3]=[CH:4][CH:5]=[CH:6][CH:7]=3)[CH2:14][CH2:13]2)[CH:23]=[CH:22][C:18]=1[C:19]([OH:21])=[O:20]. Reported procedure: The obtained 4-(4-benzoylpiperazin-1-yl)-2-nitrobenzoic acid (0.40 g, 93%) was dissolved in 30 ml ethanol and 10 ml THF, followed by the addition of platinum oxide (20 mg, 5%) and stirred under hydrogen gas for 16 hours. The reaction was filtered with the aid of celite. 2-amino-4-(4-bezoylpiperazin-1-yl)benzoic acid (0.24 g, 70%) was obtained after removing of solvents. To a solution of 2-amino-4-(4-bezoylpiperazin-1-yl)benzoic acid (0.2 g, 0.6 mmol) and benzaldehyde (0.14 ml, 1.3 mmol) added so...